This data is from the Open Reaction Database (ORD), a public repository of structured organic reaction records. The task is: describe an organic reaction: reactants, conditions, products, and yield The product is COc1ccc(C2CC(CO[Si](C(C)C)(C(C)C)C(C)C)N(S(=O)(=O)c3ccc(C)cc3)CC2O)cc1. The reactants are CN(C)C=O, CC(C)[Si](Cl)(C(C)C)C(C)C, Cl, COc1ccc(C2CC(CO)N(S(=O)(=O)c3ccc(C)cc3)CC2O)cc1, c1c[nH]cn1. As a reaction SMILES: [CH3:44][N:45]([CH3:46])[CH:47]=[O:48].[CH:33]([CH3:34])([CH3:35])[Si:36]([Cl:37])([CH:38]([CH3:39])[CH3:40])[CH:41]([CH3:42])[CH3:43].[ClH:49].[OH:1][CH2:2][CH:3]1[CH2:4][CH:5]([c:20]2[cH:21][cH:22][c:23]([O:26][CH3:27])[cH:24][cH:25]2)[CH:6]([OH:19])[CH2:7][N:8]1[S:9](=[O:10])(=[O:11])[c:12]1[cH:13][cH:14][c:15]([CH3:18])[cH:16][cH:17]1.[nH:28]1[cH:29][cH:30][n:31][cH:32]1>>[O:1]([CH2:2][CH:3]1[CH2:4][CH:5]([c:20]2[cH:21][cH:22][c:23]([O:26][CH3:27])[cH:24][cH:25]2)[CH:6]([OH:19])[CH2:7][N:8]1[S:9](=[O:10])(=[O:11])[c:12]1[cH:13][cH:14][c:15]([CH3:18])[cH:16][cH:17]1)[Si:36]([CH:33]([CH3:34])[CH3:35])([CH:38]([CH3:39])[CH3:40])[CH:41]([CH3:42])[CH3:43].